This data is from the Open Reaction Database (ORD), a public repository of structured organic reaction records. The task is: describe an organic reaction: reactants, conditions, products, and yield Reaction SMILES: CN(C=O)C.II.[CH2:8]([O:15][C:16]([NH:18][C@@H:19]([CH2:30]I)[C:20]([O:22][CH2:23][C:24]1[CH:29]=[CH:28][CH:27]=[CH:26][CH:25]=1)=[O:21])=[O:17])[C:9]1[CH:14]=[CH:13][CH:12]=[CH:11][CH:10]=1.[CH2:32]([O:39][C:40]1[CH:45]=[C:44](I)[CH:43]=[CH:42][C:41]=1[OH:47])[C:33]1[CH:38]=[CH:37][CH:36]=[CH:35][CH:34]=1>[Zn].C1C=CC(/C=C/C(/C=C/C2C=CC=CC=2)=O)=CC=1.C1C=CC(/C=C/C(/C=C/C2C=CC=CC=2)=O)=CC=1.C1C=CC(/C=C/C(/C=C/C2C=CC=CC=2)=O)=CC=1.[Pd].[Pd].C1(P(C2CCCCC2)C2C=CC=CC=2C2C(OC)=CC=CC=2OC)CCCCC1.CC(OC)(C)C>[CH2:32]([O:39][C:40]1[CH:45]=[C:44]([CH2:30][C@H:19]([NH:18][C:16]([O:15][CH2:8][C:9]2[CH:14]=[CH:13][CH:12]=[CH:11][CH:10]=2)=[O:17])[C:20]([O:22][CH2:23][C:24]2[CH:29]=[CH:28][CH:27]=[CH:26][CH:25]=2)=[O:21])[CH:43]=[CH:42][C:41]=1[OH:47])[C:33]1[CH:34]=[CH:35][CH:36]=[CH:37][CH:38]=1 |f:5.6.7.8.9|. Yield: 103.5%. Starting materials: C(C1=CC=CC=C1)OC1=C(C=CC(=C1)I)O (2-(benzyloxy)-4-iodophenol), II (iodine), C(C1=CC=CC=C1)OC(=O)N[C@H](C(=O)OCC1=CC=CC=C1)CI ((R)-benzyl 2-(((benzyloxy)carbonyl)amino)-3-iodopropanoate), CN(C)C=O (DMF). Run at temperature 16 celsius, time 10 minute. Product: C(C1=CC=CC=C1)OC=1C=C(C=CC1O)C[C@@H](C(=O)OCC1=CC=CC=C1)NC(=O)OCC1=CC=CC=C1 ((S)-benzyl 3-(3-(benzyloxy)-4-hydroxyphenyl)-2-(((benzyloxy)carbonyl)amino)propanoate). The solvent is CC(C)(C)OC (MTBE). Reagents/catalysts: C=1C=CC(=CC1)/C=C/C(=O)/C=C/C2=CC=CC=C2.C=1C=CC(=CC1)/C=C/C(=O)/C=C/C2=CC=CC=C2.C=1C=CC(=CC1)/C=C/C(=O)/C=C/C2=CC=CC=C2.[Pd].[Pd] (Pd2(dba)3), C1(CCCCC1)P(C1=C(C=CC=C1)C1=C(C=CC=C1OC)OC)C1CCCCC1 (2-dicyclohexylphosphino-2′,6′-dimethoxybiphenyl), [Zn] (zinc). Procedure details: A slurry of zinc (47.0 g, 719 mmol) and DMF (325 ml) was stirred in a 2 L 3-neck round-bottom flask with magnetic stirring. The gray slurry was cooled to 16° C. in an ice bath and iodine (7.60 g, 29.9 mmol) was added (yellow to clear supernatant immediately with exotherm from 16 to 27° C.). Cooled back to 10° C. and added (R)-benzyl 2-(((benzyloxy)carbonyl)amino)-3-iodopropanoate (105 g, 240 mmol) portionwise over 10 min at <25° C. After an additional 10 min between 20 and 25° C., LCMS showed co... Reactants: Cl[Fe]Cl, N#Cc1c(C(F)(F)F)ccc(F)c1F, NO. Yields the product NC(=NO)c1c(C(F)(F)F)ccc(F)c1F. RXN SMILES: [Cl:17][Fe:18][Cl:19].[F:3][c:4]1[c:5]([C:6]#[N:7])[c:8]([C:13]([F:14])([F:15])[F:16])[cH:9][cH:10][c:11]1[F:12].[NH2:1][OH:2]>>[N:1]([OH:2])=[C:6]([c:5]1[c:4]([F:3])[c:11]([F:12])[cH:10][cH:9][c:8]1[C:13]([F:14])([F:15])[F:16])[NH2:7].